This data is from the Open Reaction Database (ORD), a public repository of structured organic reaction records. The task is: describe an organic reaction: reactants, conditions, products, and yield Starting materials: C(C1=CC=CC=C1)[C@H]1N(CCNC1)C(C1=CC(=CC(=C1)C(F)(F)F)C(F)(F)F)=O ((2R)-2-benzyl-1-[3,5-bis(trifluoromethyl)benzoyl]piperazine), N1=CC=CC=C1 (pyridine), O(C1=CC=CC=C1)CC(=O)Cl (2-phenoxyacetyl chloride), N1=CC=CC=C1 (pyridine), O(C1=CC=CC=C1)CC(=O)Cl (2-phenoxyacetyl chloride), O (water). The solvent is CN(C=O)C (dimethylformamide), CN(C=O)C (dimethylformamide), CN(C=O)C (dimethylformamide). Conditions: time 30 minute. The product is C(C1=CC=CC=C1)[C@H]1N(CCN(C1)C(COC1=CC=CC=C1)=O)C(C1=CC(=CC(=C1)C(F)(F)F)C(F)(F)F)=O ((2R)-2-benzyl-1-[3,5-bis(trifluoromethyl)benzoyl]-4-(2-phenoxyacetyl)piperazine). Yield: 87.8%. As a reaction SMILES: [CH2:1]([C@@H:8]1[CH2:13][NH:12][CH2:11][CH2:10][N:9]1[C:14](=[O:29])[C:15]1[CH:20]=[C:19]([C:21]([F:24])([F:23])[F:22])[CH:18]=[C:17]([C:25]([F:28])([F:27])[F:26])[CH:16]=1)[C:2]1[CH:7]=[CH:6][CH:5]=[CH:4][CH:3]=1.N1C=CC=CC=1.[O:36]([CH2:43][C:44](Cl)=[O:45])[C:37]1[CH:42]=[CH:41][CH:40]=[CH:39][CH:38]=1.O>CN(C)C=O>[CH2:1]([C@@H:8]1[CH2:13][N:12]([C:44](=[O:45])[CH2:43][O:36][C:37]2[CH:42]=[CH:41][CH:40]=[CH:39][CH:38]=2)[CH2:11][CH2:10][N:9]1[C:14](=[O:29])[C:15]1[CH:20]=[C:19]([C:21]([F:22])([F:23])[F:24])[CH:18]=[C:17]([C:25]([F:28])([F:27])[F:26])[CH:16]=1)[C:2]1[CH:3]=[CH:4][CH:5]=[CH:6][CH:7]=1. Reported procedure: To a stirred solution of (2R)-2-benzyl-1-[3,5-bis(trifluoromethyl)benzoyl]piperazine (0.3 g) in dry dimethylformamide (3 ml) containing dry pyridine (0.06 my was added a solution of 2-phenoxyacetyl chloride (0.12 g) in dry dimethylformamide (1 ml) at 0° C., and the mixture was stirred at the same temperature for 30 minutes and then at room temperature for 30 minutes. Additional pyridine (0.02 ml) and a solution of 2-phenoxyacetyl chloride (0.025 g) in dry dimethylformamide (0.3 ml) were added to... Starting materials: [Br-], [Mg+]C1CC1, CC(O)(c1ccc(Cl)cc1)C1CC1, CC(=O)c1ccc2c(c1)OC(F)(F)O2, C1CCOC1. Yields the product CC(O)(c1ccc2c(c1)OC(F)(F)O2)C1CC1. As a reaction SMILES: [Br-:15].[CH:16]1([Mg+:19])[CH2:17][CH2:18]1.[CH:20]1([C:21]([c:22]2[cH:23][cH:24][c:25]([Cl:26])[cH:27][cH:28]2)([OH:29])[CH3:30])[CH2:31][CH2:32]1.[F:1][C:2]1([F:14])[O:3][c:4]2[c:5]([cH:7][cH:8][c:9]([C:11]([CH3:12])=[O:13])[cH:10]2)[O:6]1.[O:33]1[CH2:34][CH2:35][CH2:36][CH2:37]1>>[F:1][C:2]1([F:14])[O:3][c:4]2[c:5]([cH:7][cH:8][c:9]([C:11]([CH3:12])([OH:13])[CH:16]3[CH2:17][CH2:18]3)[cH:10]2)[O:6]1. Reactants: O=C1[C@H]([C@H](OC2=C(N1)C=CC=C2)C2=CC=CC=C2)NC([C@@H](NC(CC2=CC=CC=C2)=O)C)=O (N1-[(2R,3S)-4-Oxo-2-phenyl-2,3,4,5-tetrahydro-1,5-benzoxazepin-3-yl]-N2-(phenylacetyl)-L-alaninamide), FC1=C(C=CC=C1)CC(=O)O (2-fluorophenylacetic acid). Product: FC1=C(C=CC=C1)CC(=O)N[C@@H](C)C(=O)N[C@H]1[C@H](OC2=C(NC1=O)C=CC=C2)C2=CC=CC=C2 (N2-[(2-Fluorophenyl)acetyl]-N-[(2R,3S)-4-oxo-2-phenyl-2,3,4,5-tetrahydro-1,5-benzoxazepin-3-yl]-L-alaninamide). As a reaction SMILES: [O:1]=[C:2]1[NH:8][C:7]2[CH:9]=[CH:10][CH:11]=[CH:12][C:6]=2[O:5][C@H:4]([C:13]2[CH:18]=[CH:17][CH:16]=[CH:15][CH:14]=2)[C@@H:3]1[NH:19][C:20](=[O:33])[C@H:21]([CH3:32])[NH:22][C:23](=[O:31])[CH2:24][C:25]1[CH:30]=[CH:29][CH:28]=[CH:27][CH:26]=1.[F:34]C1C=CC=CC=1CC(O)=O>>[F:34][C:30]1[CH:29]=[CH:28][CH:27]=[CH:26][C:25]=1[CH2:24][C:23]([NH:22][C@H:21]([C:20]([NH:19][C@@H:3]1[C:2](=[O:1])[NH:8][C:7]2[CH:9]=[CH:10][CH:11]=[CH:12][C:6]=2[O:5][C@@H:4]1[C:13]1[CH:18]=[CH:17][CH:16]=[CH:15][CH:14]=1)=[O:33])[CH3:32])=[O:31]. Procedure details: A method similar to the one described for (113) was used except that 2-fluorophenylacetic acid (77 mg) was used instead of phenylacetic acid to afford the title compound as a 1:1 mixture with the 2S,3R diastereomer (150 mg), white solid, m.p. 115-135° C. 1H NMR (300 MHz, CDCl3) δ 0.97 (d, 1.5H, J=5 Hz), 1.25 (d, 1.5H, J=5 Hz), 3.49 (m, 2H), 4.63 (p, 0.5H, J=7 Hz), 4.75 (p, 0.5H, J=7 Hz), 4.85 (t, 1H, J=6 Hz), 5.11 (t, 1H, J=6 Hz), 5.80 (dd, 1H, J=7 Hz, J=10 Hz), 6.08 (d, 0.5H, J=8 Hz), 6.27 (d, ... The reactants are Cl (hydrochloric acid), 1S, 1S, C1(CCCCC1)C(=O)[O-] (cyclohexanecarboxylate), [OH-].[Na+] (sodium hydroxide). Run in CO (methanol). Reaction conditions: temperature 80 celsius. The product is C1(CCCCC1)C(=O)O (cyclohexanecarboxylic acid). Isolated yield 64.6%. Reaction SMILES: [CH:1]1([C:7]([O-:9])=[O:8])[CH2:6][CH2:5][CH2:4][CH2:3][CH2:2]1.[OH-].[Na+].Cl>CO>[CH:1]1([C:7]([OH:9])=[O:8])[CH2:6][CH2:5][CH2:4][CH2:3][CH2:2]1 |f:1.2|. Reported procedure: To a solution of methyl trans-4-[(1R or 1S)-1-hydroxy-1-(4-methyl-6-{[4-(trifluoromethyl)pyridin-2-yl]amino}-2,3′-bipyridin-6′-yl)ethyl]cyclohexanecarboxylate (83 mg, 0.161 mmol) in methanol (1.5 ml) was added sodium hydroxide (1.0 M in water, 560 μl, 0.560 mmol). The mixture was then heated to a temperature of 80° C. for 60 minutes. The reaction was subsequently allowed to cool to room temperature and the pH was lowered to 5-6 by dropwise addition of hydrochloric acid (2N in water). The resulti... The reactants are ClC1=C(C=C(C=C1)N=C=O)C(F)(F)F (4-chloro-3-trifluoromethyl-phenyl isocyanate), FC1=C(C=CC(=C1)OC1=NC(=NC=C1)SC)N (2-fluoro-4-(2-methylsulfanyl-pyrimidin-4-yloxy)-phenylamine). The solvent is C1CCOC1 (THF). Run at time 8 hour. The product is ClC1=C(C=C(C=C1)NC(=O)NC1=C(C=C(C=C1)OC1=NC(=NC=C1)SC)F)C(F)(F)F (1-(4-chloro-3-trifluoromethyl-phenyl)-3-[2-fluoro-4-(2-methylsulfanyl-pyrimidin-4-yloxy)-phenyl]-urea). The yield is 40.4%. RXN SMILES: [Cl:1][C:2]1[CH:7]=[CH:6][C:5]([N:8]=[C:9]=[O:10])=[CH:4][C:3]=1[C:11]([F:14])([F:13])[F:12].[F:15][C:16]1[CH:21]=[C:20]([O:22][C:23]2[CH:28]=[CH:27][N:26]=[C:25]([S:29][CH3:30])[N:24]=2)[CH:19]=[CH:18][C:17]=1[NH2:31]>C1COCC1>[Cl:1][C:2]1[CH:7]=[CH:6][C:5]([NH:8][C:9]([NH:31][C:17]2[CH:18]=[CH:19][C:20]([O:22][C:23]3[CH:28]=[CH:27][N:26]=[C:25]([S:29][CH3:30])[N:24]=3)=[CH:21][C:16]=2[F:15])=[O:10])=[CH:4][C:3]=1[C:11]([F:12])([F:13])[F:14]. Procedure details: A solution of 162 mg (0.732 mmol) 4-chloro-3-trifluoromethyl-phenyl isocyanate in 3 ml THF was added within 5 min. drop by drop at 0° C. to a solution of 184 mg (0.732 mmol) 2-fluoro-4-(2-methylsulfanyl-pyrimidin-4-yloxy)-phenylamine and stirring continued at r.t. overnight. The reaction mixture was evaporated and treated with 10 ml ether. Isolation of the precipitate gave 140 mg (40%) 1-(4-chloro-3-trifluoromethyl-phenyl)-3-[2-fluoro-4-(2-methylsulfanyl-pyrimidin-4-yloxy)-phenyl]-urea. The reactants are C(C)(=O)C=1C=CC(=C(C1)S(=O)(=O)N)F (5-acetyl-2-fluorobenzenesulphonamide), C(C)N (ethylamine). The solvent is C(C)O (ethanol). Product: C(C)(=O)C=1C=CC(=C(C1)S(=O)(=O)N)NCC (5-Acetyl-2-ethylamino-benzenesulphonamide). Reaction SMILES: [C:1]([C:4]1[CH:5]=[CH:6][C:7](F)=[C:8]([S:10]([NH2:13])(=[O:12])=[O:11])[CH:9]=1)(=[O:3])[CH3:2].[CH2:15]([NH2:17])[CH3:16]>C(O)C>[C:1]([C:4]1[CH:5]=[CH:6][C:7]([NH:17][CH2:15][CH3:16])=[C:8]([S:10]([NH2:13])(=[O:12])=[O:11])[CH:9]=1)(=[O:3])[CH3:2]. Procedure details: A solution of 5-acetyl-2-fluorobenzenesulphonamide (6.0 g) and ethylamine (70% solution in water, 25 ml) in absolute ethanol (100 ml) was heated at 100° for 16 hours in a bomb. The resulting yellow solution was evaporated to small volume to deposit the title compound as an off-white crystalline solid, 6.0 g, m.p. 201°-204° (from ethanol).